Dataset: the Open Reaction Database (ORD), a public repository of structured organic reaction records. Task: describe an organic reaction: reactants, conditions, products, and yield Starting materials: CCOC(=O)CC(=O)N1NCCCC1C(=O)OC(C)(C)C, CC(=O)O. The product is CC(C)(C)OC(=O)C1CCCN2C(=O)CC(=O)N12. As a reaction SMILES: [CH2:1]([O:3][C:4](=[O:2])[CH2:6][C:7](=[O:8])[N:9]1[NH:10][CH2:11][CH2:12][CH2:13][CH:14]1[C:15](=[O:16])[O:17][C:18]([CH3:19])([CH3:20])[CH3:21])[CH3:5].[CH3:22][C:23](=[O:24])[OH:25]>>[O:3]=[C:4]1[CH2:6][C:7](=[O:8])[N:9]2[N:10]1[CH2:11][CH2:12][CH2:13][CH:14]2[C:15](=[O:16])[O:17][C:18]([CH3:19])([CH3:20])[CH3:21]. Starting materials: BrCCOCCBr (1-bromo-2-(2-bromoethoxy)ethane), ClC1=NC(=CC(=N1)N1[C@@H](COCC1)C)C[S@@](=O)C ((R)-4-(2-chloro-6-((S)-methylsulfinylmethyl)pyrimidin-4-yl)-3-methylmorpholine), [OH-].[Na+] (sodium hydroxide). Reagents/catalysts: [Br-].C(CCCCCCC)[N+](CCCCCCCC)(CCCCCCCC)CCCCCCCC (tetraoctylammonium bromide). Solvent: CN1C(CNC2=C1C(=O)N=C(N2)N)CNC3=CC=C(C=C3)C(=O)NC(CCC(=O)O)C(=O)O (methyl THF), CN1C(CNC2=C1C(=O)N=C(N2)N)CNC3=CC=C(C=C3)C(=O)NC(CCC(=O)O)C(=O)O (methyl THF). Conditions: time 24 hour. Yields the product ClC1=NC(=CC(=N1)N1[C@@H](COCC1)C)C1(CCOCC1)[S@@](=O)C ((R)-4-(2-chloro-6-(4-((S)-methylsulfinyl)tetrahydro-2H-pyran-4-yl)pyrimidin-4-yl)-3-methylmorpholine). The yield is 65.4%. RXN SMILES: Br[CH2:2][CH2:3][O:4][CH2:5][CH2:6]Br.[Cl:8][C:9]1[N:14]=[C:13]([N:15]2[CH2:20][CH2:19][O:18][CH2:17][C@H:16]2[CH3:21])[CH:12]=[C:11]([CH2:22][S@:23]([CH3:25])=[O:24])[N:10]=1.[OH-].[Na+]>[Br-].C([N+](CCCCCCCC)(CCCCCCCC)CCCCCCCC)CCCCCCC.CN1C2C(N=C(N)NC=2NCC1CNC1C=CC(C(NC(C(O)=O)CCC(O)=O)=O)=CC=1)=O>[Cl:8][C:9]1[N:14]=[C:13]([N:15]2[CH2:20][CH2:19][O:18][CH2:17][C@H:16]2[CH3:21])[CH:12]=[C:11]([C:22]2([S@:23]([CH3:25])=[O:24])[CH2:6][CH2:5][O:4][CH2:3][CH2:2]2)[N:10]=1 |f:2.3,4.5|. Reported procedure: 1-bromo-2-(2-bromoethoxy)ethane (2.323 ml, 18.63 mmol) was added to (R)-4-(2-chloro-6-((S)-methylsulfinylmethyl)pyrimidin-4-yl)-3-methylmorpholine (1.8 g, 6.21 mmol), sodium hydroxide (16.40 ml, 310.58 mmol) and tetraoctylammonium bromide (0.340 g, 0.62 mmol) in methyl THF (12.34 ml). The resulting mixture was stirred at RT for 24 hours. The reaction mixture was diluted with methyl THF (50 mL), and then washed with water (100 mL). The organic layer was dried over MgSO4, filtered and evaporated o... Starting materials: O([Si](C)(C)C(C)(C)C)CCC1=CC=C(C=CC(=O)OCC)C=C1 (ethyl 4-(2-t-butyldimethylsiloxyethyl)cinnamate), [F-].C(CCC)[N+](CCCC)(CCCC)CCCC (tetra-n-butylammonium fluoride), O1CCCC1 (tetrahydrofuran), O (water). Conditions: time 1.5 hour. Yields the product C(C)OC(=O)CC=CC1=CC=C(C=C1)CCO (2-[4-(3-ethoxycarbonyl-1-propenyl)phenyl]ethyl alcohol). Reaction SMILES: [O:1]([CH2:9][CH2:10][C:11]1[CH:23]=[CH:22][C:14]([CH:15]=[CH:16][C:17](OCC)=O)=[CH:13][CH:12]=1)[Si](C(C)(C)C)(C)C.[F-].C([N+](CCCC)(CCCC)CCCC)CCC.[OH2:42].[O:43]1[CH2:47]C[CH2:45][CH2:44]1>>[CH2:44]([O:43][C:47]([CH2:17][CH:16]=[CH:15][C:14]1[CH:13]=[CH:12][C:11]([CH2:10][CH2:9][OH:1])=[CH:23][CH:22]=1)=[O:42])[CH3:45] |f:1.2|. Procedure details: To a solution of ethyl 4-(2-t-butyldimethylsiloxyethyl)cinnamate (1.9 g) in tetrahydrofuran (6 ml) was added dropwise tetra-n-butylammonium fluoride (1 mol/l solution in tetrahydrofuran, 6.0 ml), and the mixture was stirred at room temperature for 1.5 hours. To the reaction mixture was added water, and the mixture was extracted with diethyl ether. The extract was dried over anhydrous MgSO4. The solvent was removed under reduced pressure, and the residue was treated according to C. J. Kowalski's ... Starting materials: CC(C)(C)[O-].[K+] (t-BuOK), ClC=1C(=NC(=CC1)Cl)C#N (3,6-dichloro-2-pyridinecarbonitrile), ice, CS(=O)C (DMSO), C(C)S (ethanethiol). The solvent is C1CCOC1 (THF). Run at temperature 20 celsius, time 40 hour. The product is ClC1=CC=C(C(=N1)C#N)SCC (6-chloro-3-ethylthio-2-pyridinecarbonitrile). The yield is 31.0%. RXN SMILES: Cl[C:2]1[C:3]([C:9]#[N:10])=[N:4][C:5]([Cl:8])=[CH:6][CH:7]=1.CS(C)=O.[CH2:15]([SH:17])[CH3:16].CC([O-])(C)C.[K+]>C1COCC1>[Cl:8][C:5]1[N:4]=[C:3]([C:9]#[N:10])[C:2]([S:17][CH2:15][CH3:16])=[CH:7][CH:6]=1 |f:3.4|. Reported procedure: In a reaction flask with condenser, mechanical stirrer, thermometer and dropping funnel were placed 53.4 g of 3,6-dichloro-2-pyridinecarbonitrile and 300 ml of DMSO. The mixture was chilled to about 10°-15° C. and then 19.8 g of ethanethiol was added. While maintaining the temperature at <20° C., 34.8 g of t-BuOK in 300 ml of THF was added in small portions. After the addition was complete, the reaction mixture was warmed to 20° C. and stirred for about 40 hrs. The reaction mixture was then pour... Procedure details: The compound (6.43 g, 6.97 mmol) synthesized in Example 2 (2c) was dissolved in 1,2-dimethoxyethane (130 mL) and diethylaminosulfur trifluoride (2 mL, 20.50 mmol) was added thereto, followed by stirring of the mixture at 60° C. for 1 hour. Methanol (10 mL) was added to the reaction mixture under ice-cooling and the mixture was stirred for 30 minutes. After ethyl acetate (50 mL) was added thereto and the organic layer was washed with saturated aqueous sodium hydrogencarbonate solution (50 mL) and... Starting materials: C(C)(=O)OCC (ethyl acetate), C(C1=CC=CC=C1)O[C@H]1C(OCC=C)O[C@@H]([C@H]([C@@H]1OCC1=CC=CC=C1)O[C@H]1[C@H](OCC2=CC=CC=C2)[C@@H](OCC2=CC=CC=C2)[C@H](OCC2=CC=CC=C2)[C@H](O1)CO)COCC1=CC=CC=C1 (Allyl 2,3,6-tri-O-benzyl-4-O-(2,3,4-tri-O-benzyl-β-D-glucopyranosyl)-D-glucopyranoside), CO (Methanol), C(C)N(CC)S(F)(F)F (diethylaminosulfur trifluoride). The solvent is COCCOC (1,2-dimethoxyethane). Run at temperature 60 celsius, time 1 hour. Isolated yield 78.5%. Yields the product C(C1=CC=CC=C1)O[C@H]1[C@@H](OCC=C)O[C@@H]([C@H]([C@@H]1OCC1=CC=CC=C1)O[C@H]1[C@H](OCC2=CC=CC=C2)[C@@H](OCC2=CC=CC=C2)[C@H](OCC2=CC=CC=C2)[C@H](O1)CF)COCC1=CC=CC=C1 (Allyl 2,3,6-tri-O-benzyl-4-O-(2,3,4-tri-O-benzyl-6-fluoro-6-deoxy-β-D-glucopyranosyl)-α-D-glucopyranoside). As a reaction SMILES: [CH2:1]([O:8][C@@H:9]1[C@@H:18]([O:19][CH2:20][C:21]2[CH:26]=[CH:25][CH:24]=[CH:23][CH:22]=2)[C@H:17]([O:27][C@@H:28]2[O:57][C@H:56]([CH2:58]O)[C@@H:47]([O:48][CH2:49][C:50]3[CH:55]=[CH:54][CH:53]=[CH:52][CH:51]=3)[C@H:38]([O:39][CH2:40][C:41]3[CH:46]=[CH:45][CH:44]=[CH:43][CH:42]=3)[C@H:29]2[O:30][CH2:31][C:32]2[CH:37]=[CH:36][CH:35]=[CH:34][CH:33]=2)[C@@H:16]([CH2:60][O:61][CH2:62][C:63]2[CH:68]=[CH:67][CH:66]=[CH:65][CH:64]=2)[O:15][CH:10]1[O:11][CH2:12][CH:13]=[CH2:14])[C:2]1[CH:7]=[CH:6][CH:5]=[CH:4][CH:3]=1.C(N(S(F)(F)[F:75])CC)C.CO.C(OCC)(=O)C>COCCOC>[CH2:1]([O:8][C@@H:9]1[C@@H:18]([O:19][CH2:20][C:21]2[CH:26]=[CH:25][CH:24]=[CH:23][CH:22]=2)[C@H:17]([O:27][C@@H:28]2[O:57][C@H:56]([CH2:58][F:75])[C@@H:47]([O:48][CH2:49][C:50]3[CH:55]=[CH:54][CH:53]=[CH:52][CH:51]=3)[C@H:38]([O:39][CH2:40][C:41]3[CH:46]=[CH:45][CH:44]=[CH:43][CH:42]=3)[C@H:29]2[O:30][CH2:31][C:32]2[CH:37]=[CH:36][CH:35]=[CH:34][CH:33]=2)[C@@H:16]([CH2:60][O:61][CH2:62][C:63]2[CH:68]=[CH:67][CH:66]=[CH:65][CH:64]=2)[O:15][C@@H:10]1[O:11][CH2:12][CH:13]=[CH2:14])[C:2]1[CH:7]=[CH:6][CH:5]=[CH:4][CH:3]=1. Reactants: ClC1=NN2C(C(=CC=C2)OC2=CC=C(C=C2)S(=O)(=O)C)=N1 (2-chloro-8-(4-methanesulfonyl-phenoxy)-[1,2,4]triazolo[1,5-a]pyridine), C(C)N1N=CC(=C1)N (1-ethyl-1H-pyrazol-4-ylamine). Product: C(C)N1N=CC(=C1)NC1=NN2C(C(=CC=C2)OC2=CC=C(C=C2)S(=O)(=O)C)=N1 ((1-Ethyl-1H-pyrazol-4-yl)-[8-(4-methanesulfonyl-phenoxy)-[1,2,4]triazolo[1,5-a]pyridin-2-yl]-amine), solid. The yield is 56.0%. As a reaction SMILES: Cl[C:2]1[N:21]=[C:5]2[C:6]([O:10][C:11]3[CH:16]=[CH:15][C:14]([S:17]([CH3:20])(=[O:19])=[O:18])=[CH:13][CH:12]=3)=[CH:7][CH:8]=[CH:9][N:4]2[N:3]=1.[CH2:22]([N:24]1[CH:28]=[C:27]([NH2:29])[CH:26]=[N:25]1)[CH3:23]>>[CH2:22]([N:24]1[CH:28]=[C:27]([NH:29][C:2]2[N:21]=[C:5]3[C:6]([O:10][C:11]4[CH:16]=[CH:15][C:14]([S:17]([CH3:20])(=[O:19])=[O:18])=[CH:13][CH:12]=4)=[CH:7][CH:8]=[CH:9][N:4]3[N:3]=2)[CH:26]=[N:25]1)[CH3:23]. Reported procedure: (1-Ethyl-1H-pyrazol-4-yl)-[8-(4-methanesulfonyl-phenoxy)-[1,2,4]triazolo[1,5-a]pyridin-2-yl]-amine was prepared from 2-chloro-8-(4-methanesulfonyl-phenoxy)-[1,2,4]triazolo[1,5-a]pyridine (0.065 g, 0.20 mmol) and 1-ethyl-1H-pyrazol-4-ylamine (0.029 g, 0.26 mmol) in a manner analogous to Example 2d. Product was isolated as a tan solid (45 mg, 56%). MP=183-185° C. 1H NMR (400 MHz, (D3C)2SO, δ, ppm): 9.27 (s, 1H), 8.67 (d, J=6.51 Hz, 1H), 7.89 (d, J=7.72 Hz, 2H), 7.68 (s, 1H), 7.45 (d, J=7.74 Hz, 1H...